From a dataset of the Open Reaction Database (ORD), a public repository of structured organic reaction records. describe an organic reaction: reactants, conditions, products, and yield Reactants: solution, C(C)[Mg]Br (ethylmagnesium bromide), C1(=CC=CC2=CC=CC=C12)C=O (1-naphthaldehyde). Solvent: O1CCCC1 (tetrahydrofuran), O1CCCC1 (tetrahydrofuran), O1CCCC1 (tetrahydrofuran). Run at temperature -78 celsius, time 5 minute. The product is C1(=CC=CC2=CC=CC=C12)C(CC)O (1-(1-Naphthyl)-propan-1-ol). Reaction SMILES: [CH2:1]([Mg]Br)[CH3:2].[C:5]1([CH:15]=[O:16])[C:14]2[C:9](=[CH:10][CH:11]=[CH:12][CH:13]=2)[CH:8]=[CH:7][CH:6]=1>O1CCCC1>[C:5]1([CH:15]([OH:16])[CH2:1][CH3:2])[C:14]2[C:9](=[CH:10][CH:11]=[CH:12][CH:13]=2)[CH:8]=[CH:7][CH:6]=1. Reported procedure: To a flame-dried flask containing 8.0 mL of dry tetrahydrofuran under an argon atmosphere cooled to -78° C. Is added 4.0 mL (3.0 M) of a solution of ethylmagnesium bromide in tetrahydrofuran. The stirrable mixture is treated with a solution of 1.36 g of commercially available 1-naphthaldehyde in 4.0 mL of tetrahydrofuran with a 2 mL rinse. The reaction is stirred at -78° C. for 5 minutes then warmed to room temperature. After 1 hour the mixture is re-cooled to 0° C., carefully quenched with satu... Starting materials: ICCO (2-iodoethanol), C([O-])([O-])=O.[K+].[K+] (potassium carbonate), C(C)OC(=O)N1[C@@H](C[C@@H](C2=NC(=CC=C12)OC)NC1=NC=C(C(=N1)CC1=CC(=CC(=C1)C(F)(F)F)C(F)(F)F)N1CCNCC1)CC ((2R*,4S*)-4-{[3,5-Bis(trifluoromethyl)benzyl]-[5-(piperazin-1-yl)pyrimidin-2-yl]}amino-2-ethyl-6-methoxy-3,4-dihydro-2H-[1,5]naphthyridine-1-carboxylic acid ethyl ester). Run in CN(C=O)C (N,N-dimethylformamide). Run at temperature 50 celsius, time 5 hour. Yields the product C(C)OC(=O)N1C(CC(C2=NC(=CC=C12)OC)NC1=NC=C(C(=N1)CC1=CC(=CC(=C1)C(F)(F)F)C(F)(F)F)N1CCN(CC1)CCO)CC (4-{[3,5-bis(trifluoromethyl)benzyl]-[5-[4-(2-hydroxyethyl)piperazin-1-yl]pyrimidin-2-yl]}amino-2-ethyl-6-methoxy-3,4-dihydro-2H-[1,5]naphthyridine-1-carboxylic acid ethyl ester). As a reaction SMILES: [CH2:1]([O:3][C:4]([N:6]1[C:15]2[C:10](=[N:11][C:12]([O:16][CH3:17])=[CH:13][CH:14]=2)[C@@H:9]([NH:18][C:19]2[N:24]=[C:23]([CH2:25][C:26]3[CH:31]=[C:30]([C:32]([F:35])([F:34])[F:33])[CH:29]=[C:28]([C:36]([F:39])([F:38])[F:37])[CH:27]=3)[C:22]([N:40]3[CH2:45][CH2:44][NH:43][CH2:42][CH2:41]3)=[CH:21][N:20]=2)[CH2:8][C@H:7]1[CH2:46][CH3:47])=[O:5])[CH3:2].I[CH2:49][CH2:50][OH:51].C(=O)([O-])[O-].[K+].[K+]>CN(C)C=O>[CH2:1]([O:3][C:4]([N:6]1[C:15]2[C:10](=[N:11][C:12]([O:16][CH3:17])=[CH:13][CH:14]=2)[CH:9]([NH:18][C:19]2[N:24]=[C:23]([CH2:25][C:26]3[CH:27]=[C:28]([C:36]([F:39])([F:37])[F:38])[CH:29]=[C:30]([C:32]([F:33])([F:35])[F:34])[CH:31]=3)[C:22]([N:40]3[CH2:45][CH2:44][N:43]([CH2:49][CH2:50][OH:51])[CH2:42][CH2:41]3)=[CH:21][N:20]=2)[CH2:8][CH:7]1[CH2:46][CH3:47])=[O:5])[CH3:2] |f:2.3.4|. Reported procedure: (2R*,4S*)-4-{[3,5-Bis(trifluoromethyl)benzyl]-[5-(piperazin-1-yl)pyrimidin-2-yl]}amino-2-ethyl-6-methoxy-3,4-dihydro-2H-[1,5]naphthyridine-1-carboxylic acid ethyl ester (150 mg) is dissolved in N,N-dimethylformamide (1 ml), then thereto are added 2-iodoethanol (26 μl) and excess potassium carbonate, and the mixture is heated to 50° C. under nitrogen flow and stirred for 5 hours. After adding distilled water, the mixture is extracted with ethyl acetate. The organic layer is washed with a saturate... Procedure details: (1S-cis)-[3-[(Methylsulphonyl)oxy]cyclopentyl]carbamic acid 1,1-dimethylethyl ester (1.452 g, 5.20 mmol) in a solution of dimethylamine (33% in ethanol, 25 ml) was heated at reflux for 3.75 h, then allowed to cool. The solution was diluted with water (100 ml) and extracted with ethyl acetate(3×100 ml). The total organic solution was dried (Na2SO4) and evaporated to a yellow gum. This was purified on silica, eluting with dichloromethane:ethanol:0.88 ammonia (100:8:1) changing to (30:8:1) to give ... RXN SMILES: [CH3:1][C:2]([O:5][C:6](=[O:18])[NH:7][C@H:8]1[CH2:12][CH2:11][C@@H:10](OS(C)(=O)=O)[CH2:9]1)([CH3:4])[CH3:3].[CH3:19][NH:20][CH3:21]>O>[CH3:1][C:2]([O:5][C:6](=[O:18])[NH:7][C@H:8]1[CH2:12][CH2:11][C@H:10]([N:20]([CH3:21])[CH3:19])[CH2:9]1)([CH3:4])[CH3:3]. Yields the product CC(C)(C)OC(N[C@@H]1C[C@H](CC1)N(C)C)=O ((1S-trans)-[3-(N,N-Dimethylamino)cyclopentyl]carbamic acid 1,1-dimethylethyl ester). The reactants are CC(C)(C)OC(N[C@@H]1C[C@@H](CC1)OS(=O)(=O)C)=O ((1S-cis)-[3-[(Methylsulphonyl)oxy]cyclopentyl]carbamic acid 1,1-dimethylethyl ester), CNC (dimethylamine). Run in O (water). Starting materials: Cl.C(C)N(CCOC1=CC=C(C(=O)O)C=C1)CC (4-(2-diethylaminoethoxy)benzoic acid, hydrochloride), [Cl-].[Al+3].[Cl-].[Cl-] (aluminum chloride), acid chloride, CS(=O)(=O)OC=1C=CC2=C(SC(=C2)C2=CC=C(C=C2)OS(=O)(=O)C)C1 (6-methanesulfonyloxy-2-(4-methanesulfonyloxyphenyl)benzo[b]thiophene). Run at time 1.5 hour. Yields the product Cl.C(C)N(CCOC1=CC=C(C(=O)C=2C3=C(SC2C2=CC=C(C=C2)OS(=O)(=O)C)C=C(C=C3)OS(=O)(=O)C)C=C1)CC (3-[4-(2-diethylaminoethoxy)benzoyl]-6-methanesulfonyloxy-2-(4-methanesulfonyloxyphenyl)benzo[b]thiophene, hydrochloride). RXN SMILES: [ClH:1].[CH2:2]([N:4]([CH2:17][CH3:18])[CH2:5][CH2:6][O:7][C:8]1[CH:16]=[CH:15][C:11]([C:12]([OH:14])=O)=[CH:10][CH:9]=1)[CH3:3].[CH3:19][S:20]([O:23][C:24]1[CH:25]=[CH:26][C:27]2[CH:31]=[C:30]([C:32]3[CH:37]=[CH:36][C:35]([O:38][S:39]([CH3:42])(=[O:41])=[O:40])=[CH:34][CH:33]=3)[S:29][C:28]=2[CH:43]=1)(=[O:22])=[O:21].[Cl-].[Al+3].[Cl-].[Cl-]>>[ClH:1].[CH2:17]([N:4]([CH2:2][CH3:3])[CH2:5][CH2:6][O:7][C:8]1[CH:9]=[CH:10][C:11]([C:12]([C:31]2[C:27]3[CH:26]=[CH:25][C:24]([O:23][S:20]([CH3:19])(=[O:22])=[O:21])=[CH:43][C:28]=3[S:29][C:30]=2[C:32]2[CH:33]=[CH:34][C:35]([O:38][S:39]([CH3:42])(=[O:40])=[O:41])=[CH:36][CH:37]=2)=[O:14])=[CH:15][CH:16]=1)[CH3:18] |f:0.1,3.4.5.6,7.8|. Reported procedure: A 5.2 g. portion of 4-(2-diethylaminoethoxy)benzoic acid, hydrochloride, was converted to the acid chloride, and used to acylate 5 g. of 6-methanesulfonyloxy-2-(4-methanesulfonyloxyphenyl)benzo[b]thiophene according to the process of Example 5. The amount of aluminum chloride was 15.1 g., and the reaction mixture was stirred for 1.5 hours after its addition. The mixture was worked up as described in Example 5 to obtain a yellow foam, which began to crystallize after standing for several days. It... The reactants are C(C)C1=C(C=CC=C1)N=C=S (2-Ethyl-1-isothiocyanatobenzene), NC=1C=C(C(=O)OC)C=CC1N (methyl 3,4-diaminobenzoate). Product: COC(=O)C1=CC2=C(N=C(N2)NC2=C(C=CC=C2)CC)C=C1 (2-(2-ethylphenylamino)-3H-benzimidazole-5-carboxylic acid methyl ester). Reaction SMILES: [CH2:1]([C:3]1[CH:8]=[CH:7][CH:6]=[CH:5][C:4]=1[N:9]=[C:10]=S)[CH3:2].[NH2:12][C:13]1[CH:14]=[C:15]([CH:20]=[CH:21][C:22]=1[NH2:23])[C:16]([O:18][CH3:19])=[O:17]>>[CH3:19][O:18][C:16]([C:15]1[CH:20]=[CH:21][C:22]2[N:23]=[C:10]([NH:9][C:4]3[CH:5]=[CH:6][CH:7]=[CH:8][C:3]=3[CH2:1][CH3:2])[NH:12][C:13]=2[CH:14]=1)=[O:17]. Procedure details: 2-Ethyl-1-isothiocyanatobenzene (3 mmol) and methyl 3,4-diaminobenzoate (3 mmol) were reacted, following general procedure B, to yield 2-(2-ethylphenylamino)-3H-benzimidazole-5-carboxylic acid methyl ester, which was purified by silica gel chromatography using DCM/ethyl acetate as eluent. Starting materials: [N+](=O)([O-])C=1C=CC2=C(C=C(C(O2)(C)C)C)C1 (6-nitro-2,2,3-trimethyl-2H-1-benzopyran), BrN1C(CCC1=O)=O (N-bromo succinimide), O (water), ferrous sulfate. Reagents/catalysts: C(C1=CC=CC=C1)(=O)OOC(C1=CC=CC=C1)=O (benzoyl peroxide). Solvent: C(Cl)(Cl)(Cl)Cl (carbon tetrachloride). Yields the product [N+](=O)([O-])C=1C=CC2=C(C=C(C(O2)(C)C)CBr)C1 (6-nitro-2,2-dimethyl-3-bromomethyl-2H-1-benzopyran). The yield is 90.5%. RXN SMILES: [N+:1]([C:4]1[CH:5]=[CH:6][C:7]2[O:12][C:11]([CH3:14])([CH3:13])[C:10]([CH3:15])=[CH:9][C:8]=2[CH:16]=1)([O-:3])=[O:2].[Br:17]N1C(=O)CCC1=O.O>C(Cl)(Cl)(Cl)Cl.C(OOC(=O)C1C=CC=CC=1)(=O)C1C=CC=CC=1>[N+:1]([C:4]1[CH:5]=[CH:6][C:7]2[O:12][C:11]([CH3:13])([CH3:14])[C:10]([CH2:15][Br:17])=[CH:9][C:8]=2[CH:16]=1)([O-:3])=[O:2]. Reported procedure: A solution of 6-nitro-2,2,3-trimethyl-2H-1-benzopyran (33.0 g, 0.151 mol) and benzoyl peroxide (0.020 g) in carbon tetrachloride (330 ml) were heated to 50° C. and N-bromo succinimide (26.8 g, 0.15 mol) was added. The mixture was heated at reflux for eighteen hours and then water and aqueous ferrous sulfate were added. The organic phase was separated and evaporated under reduced pressure, and the residue washed with pentane to give 40.45 g of 6-nitro-2,2-dimethyl-3-bromomethyl-2H-1-benzopyran, m... Starting materials: C([O-])([O-])=O.[Na+].[Na+] (sodium carbonate), C(#N)C1CN(C1)C([C@@H](C)NC(=O)C1=CN(C2=NC=C(N=C21)Br)COCC[Si](C)(C)C)=O (2-bromo-5-(2-trimethylsilanyl-ethoxymethyl)-5H-pyrrolo[2,3-b]pyrazine-7-carboxylic acid [(R)-2-(3-cyano-azetidin-1-yl)-1-methyl-2-oxo-ethyl]-amide), ClC1=CC=C2C(=CN(C2=C1)C(=O)OC(C)(C)C)B1OC(C(O1)(C)C)(C)C (tert-butyl 6-chloro-3-(4,4,5,5-tetramethyl-1,3,2-dioxaborolan-2-yl)-1H-indole-1-carboxylate). Reagents/catalysts: C=1C=CC(=CC1)[P](C=2C=CC=CC2)(C=3C=CC=CC3)[Pd]([P](C=4C=CC=CC4)(C=5C=CC=CC5)C=6C=CC=CC6)([P](C=7C=CC=CC7)(C=8C=CC=CC8)C=9C=CC=CC9)[P](C=1C=CC=CC1)(C=1C=CC=CC1)C=1C=CC=CC1 (tetrakis(triphenylphosphine)palladium(0)). The solvent is COCCOC (1,2-dimethoxyethane). Run at temperature 90 celsius, time 8 hour. The product is C(#N)C1CN(C1)C([C@@H](C)NC(=O)C1=CN(C2=NC=C(N=C21)C2=CNC1=CC(=CC=C21)Cl)COCC[Si](C)(C)C)=O (2-(6-chloro-1H-indol-3-yl)-5-(2-trimethylsilanyl-ethoxymethyl)-5H-pyrrolo[2,3-b]pyrazine-7-carboxylic acid [(R)-2-(3-cyano-azetidin-1-yl)-1-methyl-2-oxo-ethyl]-amide). The yield is 51.9%. RXN SMILES: [C:1]([CH:3]1[CH2:6][N:5]([C:7](=[O:31])[C@H:8]([NH:10][C:11]([C:13]2[C:21]3[C:16](=[N:17][CH:18]=[C:19](Br)[N:20]=3)[N:15]([CH2:23][O:24][CH2:25][CH2:26][Si:27]([CH3:30])([CH3:29])[CH3:28])[CH:14]=2)=[O:12])[CH3:9])[CH2:4]1)#[N:2].[Cl:32][C:33]1[CH:41]=[C:40]2[C:36]([C:37](B3OC(C)(C)C(C)(C)O3)=[CH:38][N:39]2C(OC(C)(C)C)=O)=[CH:35][CH:34]=1.C(=O)([O-])[O-].[Na+].[Na+]>C1C=CC([P]([Pd]([P](C2C=CC=CC=2)(C2C=CC=CC=2)C2C=CC=CC=2)([P](C2C=CC=CC=2)(C2C=CC=CC=2)C2C=CC=CC=2)[P](C2C=CC=CC=2)(C2C=CC=CC=2)C2C=CC=CC=2)(C2C=CC=CC=2)C2C=CC=CC=2)=CC=1.COCCOC>[C:1]([CH:3]1[CH2:6][N:5]([C:7](=[O:31])[C@H:8]([NH:10][C:11]([C:13]2[C:21]3[C:16](=[N:17][CH:18]=[C:19]([C:37]4[C:36]5[C:40](=[CH:41][C:33]([Cl:32])=[CH:34][CH:35]=5)[NH:39][CH:38]=4)[N:20]=3)[N:15]([CH2:23][O:24][CH2:25][CH2:26][Si:27]([CH3:30])([CH3:29])[CH3:28])[CH:14]=2)=[O:12])[CH3:9])[CH2:4]1)#[N:2] |f:2.3.4,^1:67,69,88,107|. Procedure details: A vial was charged with 2-bromo-5-(2-trimethylsilanyl-ethoxymethyl)-5H-pyrrolo[2,3-b]pyrazine-7-carboxylic acid [(R)-2-(3-cyano-azetidin-1-yl)-1-methyl-2-oxo-ethyl]-amide (158 mg, 0.31 mmol), tert-butyl 6-chloro-3-(4,4,5,5-tetramethyl-1,3,2-dioxaborolan-2-yl)-1H-indole-1-carboxylate (176 mg, 0.47 mmol) and tetrakis(triphenylphosphine)palladium(0) (18.0 mg, 0.016 mmol). The vial was evacuated and backfilled with argon then 1,2-dimethoxyethane (1.8 ml) and aqueous 2 M sodium carbonate (0.47 ml, 0.... The reactants are ClC=1C(=NC(=NC1)N[C@@H]1CC[C@H](CC1)N)C1=NC(=CC=C1)F (trans-N1-(5-chloro-4-(6-fluoropyridin-2-yl)pyrimidin-2-yl)cyclohexane-1,4-diamine), C1(CCCCC1)CN (cyclohexylmethanamine). Run in CS(=O)C (DMSO), CS(=O)C (DMSO). Run at temperature 105 celsius, time 24 hour. Yields the product ClC=1C(=NC(=NC1)N[C@@H]1CC[C@H](CC1)N)C1=NC(=CC=C1)NCC1CCCCC1 (trans-N1-(5-chloro-4-(6-(cyclohexylmethylamino)pyridin-2-yl)pyrimidin-2-yl)cyclohexane-1,4-diamine). Isolated yield 61.2%. Reaction SMILES: [Cl:1][C:2]1[C:3]([C:16]2[CH:21]=[CH:20][CH:19]=[C:18](F)[N:17]=2)=[N:4][C:5]([NH:8][C@H:9]2[CH2:14][CH2:13][C@H:12]([NH2:15])[CH2:11][CH2:10]2)=[N:6][CH:7]=1.[CH:23]1([CH2:29][NH2:30])[CH2:28][CH2:27][CH2:26][CH2:25][CH2:24]1>CS(C)=O>[Cl:1][C:2]1[C:3]([C:16]2[CH:21]=[CH:20][CH:19]=[C:18]([NH:30][CH2:29][CH:23]3[CH2:28][CH2:27][CH2:26][CH2:25][CH2:24]3)[N:17]=2)=[N:4][C:5]([NH:8][C@H:9]2[CH2:14][CH2:13][C@H:12]([NH2:15])[CH2:11][CH2:10]2)=[N:6][CH:7]=1. Procedure: A mixture of trans-N1-(5-chloro-4-(6-fluoropyridin-2-yl)pyrimidin-2-yl)cyclohexane-1,4-diamine (12 mg, 0.037 mmol), cyclohexylmethanamine (42.2 mg, 0.373 mmol), and DMSO (0.35 ml) was stirred at about 105° C. for about 24 hours. The excess cyclohexylmethanamine was removed under vacuum to yield a residue. The residue was mixed with 0.5 ml DMSO, filtered, purified by prep HPLC and then lyapholized to yield 9.4 mg of the title compound as a TFA salt. LCMS (m/z): 415.3 (MH+), retention time=0.67 mi... The reactants are C(=O)[O-].[NH4+] (ammonium formate), C(C)(C)(C)OC(=O)N1[C@H](CCC1)CNC=1C(N(C(=CN1)C)CC(=O)O)=O (2-[3-({[(2R)-1-(tert-butoxycarbonyl)pyrrolidinyl]methyl}amino)-6-methyl-2-oxo-1(2H)-pyrazinyl]acetic acid), CC1=CNC2=CC=C(C=C12)CN ((3-methyl-1H-indol-5-yl)methylamine). The reagents and catalysts are [Pd] (palladium on charcoal), [Pd] (Palladium on charcoal). Run in ClCCl (dichloromethane). Reaction conditions: time 8 hour. Product: CC=1N(C(C(=NC1)NC[C@@H]1N(CCC1)C(=O)OC(C)(C)C)=O)CC(=O)NCC=1C=C2C(=CNC2=CC1)C (tert-butyl (2R)-2-({[5-methyl-4-(2-{[(3-methyl-1H-indol-5-yl)methyl]amino}-2-oxoethyl)-3-oxo-3,4-dihydro-2-pyrazinyl]amino}methyl)-1-pyrrolidinecarboxylate). Isolated yield 44.0%. As a reaction SMILES: [C:1]([O:5][C:6]([N:8]1[CH2:12][CH2:11][CH2:10][C@@H:9]1[CH2:13][NH:14][C:15]1[C:16](=[O:26])[N:17]([CH2:22][C:23](O)=[O:24])[C:18]([CH3:21])=[CH:19][N:20]=1)=[O:7])([CH3:4])([CH3:3])[CH3:2].[CH3:27][C:28]1[C:36]2[C:31](=[CH:32][CH:33]=[C:34]([CH2:37][NH2:38])[CH:35]=2)[NH:30][CH:29]=1.C([O-])=O.[NH4+]>[Pd].ClCCl>[CH3:21][C:18]1[N:17]([CH2:22][C:23]([NH:38][CH2:37][C:34]2[CH:35]=[C:36]3[C:31](=[CH:32][CH:33]=2)[NH:30][CH:29]=[C:28]3[CH3:27])=[O:24])[C:16](=[O:26])[C:15]([NH:14][CH2:13][C@H:9]2[CH2:10][CH2:11][CH2:12][N:8]2[C:6]([O:5][C:1]([CH3:4])([CH3:3])[CH3:2])=[O:7])=[N:20][CH:19]=1 |f:2.3|. Procedure: The title compound was prepared by a similar method to preparation 45 from 2-[3-({[(2R)-1-(tert-butoxycarbonyl)pyrrolidinyl]methyl}amino)-6-methyl-2-oxo-1(2H)-pyrazinyl]acetic acid [see preparation 54] and (3-methyl-1H-indol-5-yl)methylamine (72 mg, 0.45 mmol) [see preparation 36]. The crude product was purified by column chromatography on silica gel using an elution gradient of dichloromethane:methanol (100:0) changing to (95:5) in 1% increments 1H-NMR indicated starting chloro compound materia...